Dataset: the Open Reaction Database (ORD), a public repository of structured organic reaction records. Task: describe an organic reaction: reactants, conditions, products, and yield The reactants are CN(C)c1ccncc1, COc1cc2nccc(Cl)c2cc1OC, Clc1ccccc1Cl, CCCCCCCCOc1ccc(C(=O)c2ccccc2)c(O)c1. The product is CCCCCCCCOc1ccc(C(=O)c2ccccc2)c(Oc2ccnc3cc(OC)c(OC)cc23)c1. RXN SMILES: [CH3:40][N:41]([CH3:42])[c:43]1[cH:44][cH:45][n:46][cH:47][cH:48]1.[Cl:1][c:2]1[cH:3][cH:4][n:5][c:6]2[cH:7][c:8]([O:14][CH3:15])[c:9]([O:12][CH3:13])[cH:10][c:11]12.[Cl:49][c:50]1[cH:51][cH:52][cH:53][cH:54][c:55]1[Cl:56].[OH:16][c:17]1[c:18]([C:19](=[O:20])[c:21]2[cH:22][cH:23][cH:24][cH:25][cH:26]2)[cH:27][cH:28][c:29]([O:31][CH2:32][CH2:33][CH2:34][CH2:35][CH2:36][CH2:37][CH2:38][CH3:39])[cH:30]1>>[c:2]1([O:16][c:17]2[c:18]([C:19](=[O:20])[c:21]3[cH:22][cH:23][cH:24][cH:25][cH:26]3)[cH:27][cH:28][c:29]([O:31][CH2:32][CH2:33][CH2:34][CH2:35][CH2:36][CH2:37][CH2:38][CH3:39])[cH:30]2)[cH:3][cH:4][n:5][c:6]2[cH:7][c:8]([O:14][CH3:15])[c:9]([O:12][CH3:13])[cH:10][c:11]12.